The task is: describe an organic reaction: reactants, conditions, products, and yield. This data is from the Open Reaction Database (ORD), a public repository of structured organic reaction records. Reactants: C(C1=CC=CC=C1)=O (benzaldehyde), [H][H] (hydrogen), C1(=CC=CC=C1)C=[N+]=[N-] (phenyldiazomethane). The reagents and catalysts are C(C)(=O)[O-].[Rh+2].C(C)(=O)[O-] (rhodium (II) acetate). Run in ClCCl (dichloromethane), C(C)(C)(C)OC (t-butylmethyl ether). The product is C=1C=CC(=CC1)[C@@H]2[C@H](O2)C=3C=CC=CC3 (Trans-Stilbene oxide). Yield: 5.0%. Reaction SMILES: [C:1]1([CH:7]=[N+]=[N-])[CH:6]=[CH:5][CH:4]=[CH:3][CH:2]=1.[H][H].[CH:12](=[O:19])[C:13]1[CH:18]=[CH:17][CH:16]=[CH:15][CH:14]=1>C(OC)(C)(C)C.ClCCl.C([O-])(=O)C.[Rh+2].C([O-])(=O)C>[CH:4]1[CH:3]=[CH:2][C:1]([C@H:7]2[O:19][C@@H:12]2[C:13]2[CH:14]=[CH:15][CH:16]=[CH:17][CH:18]=2)=[CH:6][CH:5]=1 |f:5.6.7|. Reported procedure: A solution of phenyldiazomethane (0.45 mmol in 6 ml of t-butylmethyl ether was added to a solution of a compound of formula (C') wherein R' and R" are both hydrogen (90 mg; 0.45 mmol), rhodium (II) acetate (2 mg; 0.0045 mmol) and benzaldehyde (46 μl; 0.45 mmol) in dichloromethane (2 ml). Upon completion of the addition, the solvent was removed in vacuo and the residue chromatographed using silica gel and elating with dichloromethane:petrol 40:60 to give the title compound (4 mg, 5%, 71%ee).